From a dataset of the Open Reaction Database (ORD), a public repository of structured organic reaction records. describe an organic reaction: reactants, conditions, products, and yield Starting materials: C(#N)C=1C(=C2C=CN(C2=CC1)CC(NO)=N)C(F)(F)F (2-[5-cyano-4-(trifluoromethyl)-1H-indol-1-yl]-N-hydroxyethanimidamide), COC1=C(C=C(C(=O)Cl)C=C1)C(F)(F)F (4-(methyloxy)-3-(trifluoromethyl)benzoyl chloride). Yields the product COC1=C(C=C(C=C1)C1=NC(=NO1)CN1C=CC2=C(C(=CC=C12)C#N)C(F)(F)F)C(F)(F)F (1-({5-[4-(Methyloxy)-3-(trifluoromethyl)phenyl]-1,2,4-oxadiazol-3-yl}methyl)-4-(trifluoromethyl)-1H-indole-5-carbonitrile). Reaction SMILES: [C:1]([C:3]1[C:4]([C:17]([F:20])([F:19])[F:18])=[C:5]2[C:9](=[CH:10][CH:11]=1)[N:8]([CH2:12][C:13](=[NH:16])[NH:14][OH:15])[CH:7]=[CH:6]2)#[N:2].[CH3:21][O:22][C:23]1[CH:31]=[CH:30][C:26]([C:27](Cl)=O)=[CH:25][C:24]=1[C:32]([F:35])([F:34])[F:33]>>[CH3:21][O:22][C:23]1[CH:31]=[CH:30][C:26]([C:27]2[O:15][N:14]=[C:13]([CH2:12][N:8]3[C:9]4[C:5](=[C:4]([C:17]([F:19])([F:20])[F:18])[C:3]([C:1]#[N:2])=[CH:11][CH:10]=4)[CH:6]=[CH:7]3)[N:16]=2)=[CH:25][C:24]=1[C:32]([F:33])([F:35])[F:34]. Procedure details: Synthesized as described in Example 70 from 2-[5-cyano-4-(trifluoromethyl)-1H-indol-1-yl]-N-hydroxyethanimidamide and 4-(methyloxy)-3-(trifluoromethyl)benzoyl chloride. MS (ESI): m/z 467 (M+1). Starting materials: solution, CCC(C)(C)[O-].[Na+] (sodium tert-amylate), mesylate lactone, CCOCC (ether). Solvent: C1=CC=CC=C1 (benzene), O1CCCC1 (tetrahydrofuran). Conditions: time 15 minute. Product: C(C)(=O)[O-].CCCCCC (acetate hexane), cis-cyclopropane lactone. Yield: 95.0%. RXN SMILES: [CH3:1][CH2:2][C:3]([O-:6])([CH3:5])[CH3:4].[Na+].CC[O:10][CH2:11][CH3:12]>C1C=CC=CC=1.O1CCCC1>[C:3]([O-:6])(=[O:10])[CH3:5].[CH3:1][CH2:2][CH2:3][CH2:4][CH2:11][CH3:12] |f:0.1,5.6|. Reported procedure: 0.38 ml of a 1.5M solution of sodium tert-amylate in benzene is added to 126 mg of the mesylate lactone obtained at stage A in 2 ml of anhydrous tetrahydrofuran, at 0° c. The temperature is allowed to rise to 20° C. over 15 minutes. After hydrolysis, extraction is done with ether, then the organic phase is washed with salt water. After chromatographing on a silica column (eluent acetate-hexane 40/60), 73 mg of the cis-cyclopropane lactone expected is obtained. (Yield: 95%).